Dataset: the Open Reaction Database (ORD), a public repository of structured organic reaction records. Task: describe an organic reaction: reactants, conditions, products, and yield Reactants: [Al+3], C1CCOC1, [H-], [H-], [H-], [H-], [Li+], CCCc1cc(C(=O)Nc2ccncc2)ccc1OCC1CCCCC1. The product is CCCc1cc(C(=O)O)ccc1OCC1CCCCC1. RXN SMILES: [Al+3:28].[CH2:33]1[CH2:36][CH2:35][CH2:34][O:37]1.[H-:27].[H-:30].[H-:31].[H-:32].[Li+:29].[n:1]1[cH:2][cH:3][c:4]([NH:5][C:8]([c:9]2[cH:10][c:11]([CH2:23][CH2:24][CH3:25])[c:12]([O:15][CH2:16][CH:17]3[CH2:18][CH2:19][CH2:20][CH2:21][CH2:22]3)[cH:13][cH:14]2)=[O:26])[cH:6][cH:7]1>>[C:8]([c:9]1[cH:10][c:11]([CH2:23][CH2:24][CH3:25])[c:12]([O:15][CH2:16][CH:17]2[CH2:18][CH2:19][CH2:20][CH2:21][CH2:22]2)[cH:13][cH:14]1)([OH:26])=[O:37]. The reactants are BrC1=NC2=C(C(=NC(=C2)C#N)C=2C=NC=C(C2)Cl)N1C[C@@H]1CC[C@H](CC1)C (2-bromo-4-(5-chloropyridin-3-yl)-3-((trans-4-methylcyclohexyl)methyl)-3H-imidazo[4,5-c]pyridine-6-carbonitrile), NC1=CC=CC=C1 (aniline), CC(C)([O-])C.[Na+] (Sodium tert-butoxide). The reagents and catalysts are CC(C)C1=CC(=C(C(=C1)C(C)C)C2=C(C(=C(C=C2OC)Cl)OC)P(C3CCCCC3)C4CCCCC4)C(C)C.C1=CC=C([C-]=C1)CCN.[Pd+2] (chloro[2-(dicyclohexylphosphino)-3,6-dimethoxy-2′,4′,6′-triisopropyl-1,1′-biphenyl][2-(2-aminoethyl)phenyl]palladium(II)). The solvent is C1(=CC=CC=C1)C (toluene), C1CCOC1 (THF). Reaction conditions: time 2 hour. The product is ClC=1C=C(C=NC1)C1=NC(=CC2=C1N(C(=N2)NC2=CC=CC=C2)C[C@@H]2CC[C@H](CC2)C)C#N (4-(5-chloropyridin-3-yl)-3-[(trans-4-methylcyclohexyl)methyl]-2-(phenylamino)-3H-imidazo[4,5-c]pyridine-6-carbonitrile). RXN SMILES: Br[C:2]1[N:19]([CH2:20][C@H:21]2[CH2:26][CH2:25][C@H:24]([CH3:27])[CH2:23][CH2:22]2)[C:5]2[C:6]([C:12]3[CH:13]=[N:14][CH:15]=[C:16]([Cl:18])[CH:17]=3)=[N:7][C:8]([C:10]#[N:11])=[CH:9][C:4]=2[N:3]=1.[NH2:28][C:29]1[CH:34]=[CH:33][CH:32]=[CH:31][CH:30]=1.CC(C)([O-])C.[Na+]>C1(C)C=CC=CC=1.C1COCC1.CC(C1C=C(C(C)C)C(C2C(OC)=CC(Cl)=C(OC)C=2P(C2CCCCC2)C2CCCCC2)=C(C(C)C)C=1)C.C1C=[C-]C(CCN)=CC=1.[Pd+2]>[Cl:18][C:16]1[CH:17]=[C:12]([C:6]2[C:5]3[N:19]([CH2:20][C@H:21]4[CH2:26][CH2:25][C@H:24]([CH3:27])[CH2:23][CH2:22]4)[C:2]([NH:28][C:29]4[CH:34]=[CH:33][CH:32]=[CH:31][CH:30]=4)=[N:3][C:4]=3[CH:9]=[C:8]([C:10]#[N:11])[N:7]=2)[CH:13]=[N:14][CH:15]=1 |f:2.3,6.7.8|. Reported procedure: To a solution of 2-bromo-4-(5-chloropyridin-3-yl)-3-((trans-4-methylcyclohexyl)methyl)-3H-imidazo[4,5-c]pyridine-6-carbonitrile (Preparative Example 3.1, 500 mg, 1.35 mmol) in toluene (5 mL), was added aniline (0.13 mL, 1.48 mmol) and chloro[2-(dicyclohexylphosphino)-3,6-dimethoxy-2′,4′,6′-triisopropyl-1,1′-biphenyl][2-(2-aminoethyl)phenyl]palladium(II) (BrettPhos precatalyst, 107 mg, 0.135 mmol), and the reaction was deoxygenated by purging with nitrogen for 10 minutes. Sodium tert-butoxide (19... The product is N#CC(C#N)=Cc1ccc(SC(F)(F)F)cc1. Reaction SMILES: [CH2:25]([N+:26]([CH3:27])([CH3:28])[CH3:29])[c:30]1[cH:31][cH:32][cH:33][cH:34][cH:35]1.[CH3:21][CH2:22][OH:23].[Cl-:20].[F:1][C:2]([S:3][c:4]1[cH:5][cH:6][c:7]([CH:8]=[O:9])[cH:10][cH:11]1)([F:12])[F:13].[N:14]#[C:15][CH2:16][C:17]#[N:18].[Na+:19].[OH-:24]>>[F:1][C:2]([S:3][c:4]1[cH:5][cH:6][c:7]([CH:8]=[C:16]([C:15]#[N:14])[C:17]#[N:18])[cH:10][cH:11]1)([F:12])[F:13]. The reactants are C[N+](C)(C)Cc1ccccc1, CCO, [Cl-], O=Cc1ccc(SC(F)(F)F)cc1, N#CCC#N, [Na+], [OH-]. The reactants are CCOC(C)=O, CC(C)c1onc(-c2c(Cl)cccc2Cl)c1CCl, [K+], [K+], O=C([O-])[O-], CN(C)C=O, COC(=O)c1ccnc2cc(-c3ccc(O)cc3)ccc12. Product: COC(=O)c1ccnc2cc(-c3ccc(OCc4c(-c5c(Cl)cccc5Cl)noc4C(C)C)cc3)ccc12. RXN SMILES: [CH3:46][CH2:47][O:48][C:49]([CH3:50])=[O:51].[Cl:22][CH2:23][c:24]1[c:25](-[c:32]2[c:33]([Cl:39])[cH:34][cH:35][cH:36][c:37]2[Cl:38])[n:26][o:27][c:28]1[CH:29]([CH3:30])[CH3:31].[K+:40].[K+:41].[O-:42][C:43]([O-:44])=[O:45].[O:52]=[CH:53][N:54]([CH3:55])[CH3:56].[OH:1][c:2]1[cH:3][cH:4][c:5](-[c:8]2[cH:9][cH:10][c:11]3[c:12]([C:18](=[O:19])[O:20][CH3:21])[cH:13][cH:14][n:15][c:16]3[cH:17]2)[cH:6][cH:7]1>>[O:1]([c:2]1[cH:3][cH:4][c:5](-[c:8]2[cH:9][cH:10][c:11]3[c:12]([C:18](=[O:19])[O:20][CH3:21])[cH:13][cH:14][n:15][c:16]3[cH:17]2)[cH:6][cH:7]1)[CH2:23][c:24]1[c:25](-[c:32]2[c:33]([Cl:39])[cH:34][cH:35][cH:36][c:37]2[Cl:38])[n:26][o:27][c:28]1[CH:29]([CH3:30])[CH3:31]. The reactants are C1(=CC=CC2=CC=CC=C12)C=CCCl (3-(1-naphthyl)allyl chloride), NC=1SC=2CCNCCC2N1 (2-amino-4,5,7,8-tetrahydro-6 H-thiazolo[5,4-d]azepine), C(Cl)(Cl)Cl.CO (chloroform methanol). Solvent: C(Cl)(Cl)Cl (chloroform). Product: NC=1SC=2CCN(CCC2N1)CC=CC1=CC=CC2=CC=CC=C12 (2-Amino-6-(3-(1-naphthyl)allyl)-4,5,7,8-tetrahydro-6H-thiazolo[5,4-d]azepine). Yield: 31.0%. As a reaction SMILES: [C:1]1([CH:11]=[CH:12][CH2:13]Cl)[C:10]2[C:5](=[CH:6][CH:7]=[CH:8][CH:9]=2)[CH:4]=[CH:3][CH:2]=1.[NH2:15][C:16]1[S:17][C:18]2[CH2:19][CH2:20][NH:21][CH2:22][CH2:23][C:24]=2[N:25]=1.C(Cl)(Cl)Cl.CO>C(Cl)(Cl)Cl>[NH2:15][C:16]1[S:17][C:18]2[CH2:19][CH2:20][N:21]([CH2:13][CH:12]=[CH:11][C:1]3[C:10]4[C:5](=[CH:6][CH:7]=[CH:8][CH:9]=4)[CH:4]=[CH:3][CH:2]=3)[CH2:22][CH2:23][C:24]=2[N:25]=1 |f:2.3|. Procedure: Prepared from 3-(1-naphthyl)allyl chloride and 2 equivalents of 2-amino-4,5,7,8-tetrahydro-6 H-thiazolo[5,4-d]azepine in chloroform for 3 days at 20° C. Yield: 31% of theory, Melting point: 178°-180° C. (chloroform/methanol =100:1). The reactants are [OH-].[Na+] (NaOH), Cl.Cl.CN1C[C@@H]2N(C[C@H](C3=CC=CC=C23)C2=CC=CC=C2)CC1 (cis-1,3,4,6,7,11b-hexahydro-2-methyl-7-phenyl-2H-pyrazino[2,1-a]isoquinoline dihydrochloride), C(Cl)(Cl)Cl (Chloroform), [N+](=O)(O)[O-] (nitric acid). Solvent: FC(C(=O)O)(F)F (trifluoroacetic acid). Reaction conditions: time 2 hour. The product is Cl.Cl.CN1C[C@@H]2N(C[C@H](C3=CC=CC=C23)C2=CC=C(C=C2)[N+](=O)[O-])CC1 (cis-1,3,4,6,7,11b-hexahydro-2-methyl-7-(4-nitrophenyl)-2H-pyrazino[2,1-a]isoquinoline dihydrochloride). As a reaction SMILES: [ClH:1].Cl.[CH3:3][N:4]1[CH2:23][CH2:22][N:7]2[CH2:8][C@@H:9]([C:16]3[CH:21]=[CH:20][CH:19]=[CH:18][CH:17]=3)[C:10]3[C:15]([C@@H:6]2[CH2:5]1)=[CH:14][CH:13]=[CH:12][CH:11]=3.[N+:24]([O-])([OH:26])=[O:25].C(Cl)(Cl)[Cl:29].[OH-].[Na+]>FC(F)(F)C(O)=O>[ClH:29].[ClH:1].[CH3:3][N:4]1[CH2:23][CH2:22][N:7]2[CH2:8][C@@H:9]([C:16]3[CH:17]=[CH:18][C:19]([N+:24]([O-:26])=[O:25])=[CH:20][CH:21]=3)[C:10]3[C:15]([C@@H:6]2[CH2:5]1)=[CH:14][CH:13]=[CH:12][CH:11]=3 |f:0.1.2,5.6,8.9.10|. Procedure: To a stirred solution of cis-1,3,4,6,7,11b-hexahydro-2-methyl-7-phenyl-2H-pyrazino[2,1-a]isoquinoline dihydrochloride (10.0 g, 0.0285 m) in trifluoroacetic acid (100 ml) maintained at 0° under nitrogen was added dropwise over a period of 30 minutes 90% nitric acid (25 ml). The mixture was stirred for 2 hours, then poured onto ice (1000 ml). Chloroform (200 ml) was added and the mixture basified to pH 11 with 50% NaOH. The layers were separated and the aqueous phase extracted with chloroform (2×2... Reactants: ICCO (2-Iodoethanol), N1(CCNCC1)CC=1C=CC(=NC1)NC(=O)C=1C=2N=CC=NC2C(=CC1)C1=C(C(=CC(=C1Cl)OC)OC)Cl (8-(2,6-dichloro-3,5-dimethoxy-phenyl)-quinoxaline-5-carboxylic acid (5-piperazin-1-ylmethyl-pyridin-2-yl)-amide). The solvent is CC#N (CH3CN). Conditions: time 14 hour. Product: OCCN1CCN(CC1)CC=1C=CC(=NC1)NC(=O)C=1C=2N=CC=NC2C(=CC1)C1=C(C(=CC(=C1Cl)OC)OC)Cl (8-(2,6-Dichloro-3,5-dimethoxy-phenyl)-quinoxaline-5-carboxylic acid {5-[4-(2-hydroxy-ethyl)-piperazin-1-ylmethyl]-pyridin-2-yl}-amide). Yield: 76.1%. As a reaction SMILES: I[CH2:2][CH2:3][OH:4].[N:5]1([CH2:11][C:12]2[CH:13]=[CH:14][C:15]([NH:18][C:19]([C:21]3[C:22]4[N:23]=[CH:24][CH:25]=[N:26][C:27]=4[C:28]([C:31]4[C:36]([Cl:37])=[C:35]([O:38][CH3:39])[CH:34]=[C:33]([O:40][CH3:41])[C:32]=4[Cl:42])=[CH:29][CH:30]=3)=[O:20])=[N:16][CH:17]=2)[CH2:10][CH2:9][NH:8][CH2:7][CH2:6]1>CC#N>[OH:4][CH2:3][CH2:2][N:8]1[CH2:7][CH2:6][N:5]([CH2:11][C:12]2[CH:13]=[CH:14][C:15]([NH:18][C:19]([C:21]3[C:22]4[N:23]=[CH:24][CH:25]=[N:26][C:27]=4[C:28]([C:31]4[C:36]([Cl:37])=[C:35]([O:38][CH3:39])[CH:34]=[C:33]([O:40][CH3:41])[C:32]=4[Cl:42])=[CH:29][CH:30]=3)=[O:20])=[N:16][CH:17]=2)[CH2:10][CH2:9]1. Procedure: 2-Iodoethanol (26 μL, 0.33 mmol, 10 equiv) was added to a mixture of 8-(2,6-dichloro-3,5-dimethoxy-phenyl)-quinoxaline-5-carboxylic acid (5-piperazin-1-ylmethyl-pyridin-2-yl)-amide (Example 105) (18 mg, 0.033 mmol) in CH3CN (1 mL), under an argon atmosphere. The reaction mixture was stirred for 14 h at rt, quenched by addition of a saturated aqueous solution of NaHCO3 (50 mL) and extracted with EtOAc. The organic layer was washed with a saturated aqueous solution of NaHCO3, dried (Na2SO4), filte...